From a dataset of the Open Reaction Database (ORD), a public repository of structured organic reaction records. describe an organic reaction: reactants, conditions, products, and yield Starting materials: [N+](=O)([O-])C=1C=C2C=C(NC2=CC1)CO ((5-nitro-1H-indol-2-yl)methanol). The reagents and catalysts are [O-2].[O-2].[Mn+4] (manganese dioxide). Solvent: C(Cl)(Cl)Cl (chloroform). Yields the product [N+](=O)([O-])C=1C=C2C=C(NC2=CC1)C=O (5-Nitro-1H-indole-2-carbaldehyde). The yield is 57.4%. As a reaction SMILES: [N+:1]([C:4]1[CH:5]=[C:6]2[C:10](=[CH:11][CH:12]=1)[NH:9][C:8]([CH2:13][OH:14])=[CH:7]2)([O-:3])=[O:2]>C(Cl)(Cl)Cl.[O-2].[O-2].[Mn+4]>[N+:1]([C:4]1[CH:5]=[C:6]2[C:10](=[CH:11][CH:12]=1)[NH:9][C:8]([CH:13]=[O:14])=[CH:7]2)([O-:3])=[O:2] |f:2.3.4|. Reported procedure: A solution of crude (5-nitro-1H-indol-2-yl)methanol (3.60 g, 18.7 mmol) in chloroform (200 mL) was heated at 50° C. with manganese dioxide (20 g, 0.23 mol) for 3 h. The reaction mixture was then filtered through Celite and concentrated to give 5-nitro-1H-indole-2-carbaldehyde (904) (2.04 g, 57% through two steps). 1H NMR δ [(CD3)2SO] 12.64 (br, 1H), 9.96 (s, 1H), 8.83 (d, J=2.3 HZ, 1H), 8.18 (dd, J=9.0 Hz, 2.3 Hz, 1H), 7.69 (d, J=0.7 Hz, 1H), 7.62 (d, J=9.0 Hz, 1H). Procedure details: (±)-2-Amino-3-phenoxybutyric acid was prepared from diethyl acetamidomalonate and 2-phenoxyethyl chloride by the procedures described in Example 5 and 6. MS (FAB) m/e 802 (M+H)+. Amino Acid Analysis: Cha (0.95), Gly (0.94), Leu (1.03), Arg (1.03). Reaction SMILES: C([NH:4][CH:5](C(OCC)=O)[C:6]([O:8]CC)=[O:7])(=O)C.[O:16]([CH2:23][CH2:24]Cl)[C:17]1[CH:22]=[CH:21][CH:20]=[CH:19][CH:18]=1.N[C@H](C(O)=O)CC1C=CC=CC=1.N[C@H](C(O)=O)CCCNC(=N)N>>[NH2:4][CH:5]([CH:23]([O:16][C:17]1[CH:22]=[CH:21][CH:20]=[CH:19][CH:18]=1)[CH3:24])[C:6]([OH:8])=[O:7]. Starting materials: N[C@@H](CCCNC(N)=N)C(=O)O (Arg), N[C@@H](CC1=CC=CC=C1)C(=O)O (Phe), C(C)(=O)NC(C(=O)OCC)C(=O)OCC (diethyl acetamidomalonate), O(C1=CC=CC=C1)CCCl (2-phenoxyethyl chloride), N[C@@H](CCCNC(N)=N)C(=O)O (Arg), Amino Acid, N[C@@H](CCCNC(N)=N)C(=O)O (Arg). Yields the product NC(C(=O)O)C(C)OC1=CC=CC=C1 ((±)-2-Amino-3-phenoxybutyric acid). Starting materials: CCCC(O)C(CNCc1ccc(C)cc1C)NC(=O)CC(=O)Nc1cc(NC(=O)OC(C)(C)C)cc(C(F)(F)F)c1, ClCCl, O=C(O)C(F)(F)F. Product: CCCC(O)C(CNCc1ccc(C)cc1C)NC(=O)CC(=O)Nc1cc(N)cc(C(F)(F)F)c1. As a reaction SMILES: [C:1]([O:2][C:3](=[O:4])[NH:7][c:8]1[cH:9][c:10]([NH:18][C:19]([CH2:20][C:21]([NH:22][CH:23]([CH:24]([CH2:25][CH2:26][CH3:27])[OH:28])[CH2:29][NH:30][CH2:31][c:32]2[c:33]([CH3:39])[cH:34][c:35]([CH3:38])[cH:36][cH:37]2)=[O:40])=[O:41])[cH:11][c:12]([C:14]([F:15])([F:16])[F:17])[cH:13]1)([CH3:5])([CH3:6])[CH3:42].[Cl:50][CH2:51][Cl:52].[F:43][C:44]([F:45])([F:46])[C:47]([OH:48])=[O:49]>>[NH2:7][c:8]1[cH:9][c:10]([NH:18][C:19]([CH2:20][C:21]([NH:22][CH:23]([CH:24]([CH2:25][CH2:26][CH3:27])[OH:28])[CH2:29][NH:30][CH2:31][c:32]2[c:33]([CH3:39])[cH:34][c:35]([CH3:38])[cH:36][cH:37]2)=[O:40])=[O:41])[cH:11][c:12]([C:14]([F:15])([F:16])[F:17])[cH:13]1. Run in C(C)(=O)OCC (ethyl acetate). The yield is 126.5%. Run at temperature 0 celsius. Starting materials: C([O-])(O)=O.[Na+] (sodium bicarbonate), C(C)(=O)O[C@@H]1C(OC)O[C@H]([C@@H]1OC(C)=O)COC(C)=O (2,3,5-tri-O-acetyl-1-O-methyl-L-ribofuranose), S(O)(O)(=O)=O (sulfuric acid), C(C)(=O)[O-].[Na+] (sodium acetate), C(C)(C)OC(C)C (diisopropyl ether), C(C)(=O)OC(C)=O (acetic anhydride). Reported procedure: A 100-ml four-necked flask was subjected to nitrogen substitution. 11.32 g (corresponding to 40 mmol of L-ribose) of the 2,3,5-tri-O-acetyl-1-O-methyl-L-ribofuranose obtained in Example B1(1) and 20 ml of diisopropyl ether were added to the flask. The flask was maintained at a temperature of 0±5° C. in an ice bath, and 8.17 g (2.0 equivalents) of acetic anhydride was added thereto. While stirring in an ice bath, 3.2 g (0.8 equivalents) of concentrated sulfuric acid was added dropwise thereto at ... RXN SMILES: [C:1]([O:4][C@H:5]1[C@@H:11]([O:12][C:13](=[O:15])[CH3:14])[C@H:10]([CH2:16][O:17][C:18](=[O:20])[CH3:19])[O:9][CH:6]1OC)(=[O:3])[CH3:2].C(OC(C)C)(C)C.C(OC(=O)C)(=O)C.S(=O)(=O)(O)O.[C:40]([O-:43])(=[O:42])[CH3:41].[Na+].C(=O)(O)[O-].[Na+]>C(OCC)(=O)C>[C:40]([O:43][CH:6]1[O:9][C@@H:10]([CH2:16][O:17][C:18](=[O:20])[CH3:19])[C@H:11]([O:12][C:13](=[O:15])[CH3:14])[C@@H:5]1[O:4][C:1](=[O:3])[CH3:2])(=[O:42])[CH3:41] |f:4.5,6.7|. The product is C(C)(=O)OC1[C@@H](OC(C)=O)[C@@H](OC(C)=O)[C@@H](O1)COC(C)=O (1,2,3,5-tetra-O-acetyl-L-ribofuranose). Starting materials: C(CCC)NC=1C=C(CCN)C=C(C1OC1=CC=CC=C1)S(N)(=O)=O ((3-n-butylamino-4-phenoxy-5-sulfamylbenzyl)methylamine), C(O)([O-])=O.[Na+] (sodium hydrogen carbonate), C(CCC)I (n-butyl iodide), CN(P(N(C)C)(N(C)C)=O)C (hexamethylphosphoric triamide), CN(P(N(C)C)(N(C)C)=O)C (hexamethylphosphoric triamide). The solvent is O (water). Conditions: time 30 minute. Yields the product C(CCC)NC=1C=C(CN(C)CCCC)C=C(C1OC1=CC=CC=C1)S(N)(=O)=O ((3-n-Butylamino-4-phenoxy-5-sulfamylbenzyl)-n-butylmethylamine). RXN SMILES: [CH2:1]([NH:5][C:6]1[CH:7]=[C:8]([CH:12]=[C:13]([S:22](=[O:25])(=[O:24])[NH2:23])[C:14]=1[O:15][C:16]1[CH:21]=[CH:20][CH:19]=[CH:18][CH:17]=1)[CH2:9]CN)[CH2:2][CH2:3][CH3:4].C(=O)([O-])O.[Na+].[CH2:31](I)[CH2:32][CH2:33][CH3:34].[CH3:36][N:37](C)P(=O)(N(C)C)N(C)C>O>[CH2:1]([NH:5][C:6]1[CH:7]=[C:8]([CH:12]=[C:13]([S:22](=[O:25])(=[O:24])[NH2:23])[C:14]=1[O:15][C:16]1[CH:21]=[CH:20][CH:19]=[CH:18][CH:17]=1)[CH2:9][N:37]([CH2:31][CH2:32][CH2:33][CH3:34])[CH3:36])[CH2:2][CH2:3][CH3:4] |f:1.2|. Procedure: To a stirred mixture of (3-n-butylamino-4-phenoxy-5-sulfamylbenzyl)methylamine (3.6 g; prepared as described in Example 115), sodium hydrogen carbonate (0.9 g) and hexamethylphosphoric triamide (15 ml) a solution of n-butyl iodide (1.85 g) in hexamethylphosphoric triamide (5 ml) is dropwise added during about one hour. After additional stirring for 30 minutes, the mixture is diluted with water to precipitate crude (3-n-butylamino-4-phenoxy-5-sulfamylbenzyl)-n-butylmethylamine. After filtration a... Starting materials: O[C@@H]1CN(CC1)C=1C2=C(N=C(N1)NC1=CC=C(C=C1)N1CCN(CC1)C(C)=O)N(C=C2)S(=O)(=O)C2=CC=C(C)C=C2 ((S)-1-(4-(4-(4-(3-hydroxypyrrolidin-1-yl)-7-tosyl-7H-pyrrolo[2,3-d]pyrimidin-2-ylamino)phenyl)piperazin-1-yl)ethanone), [OH-].[K+] (KOH). Run in CO (MeOH). Reaction conditions: temperature 60 celsius, time 4 hour. Product: N1(CCNCC1)C1=CC=C(C=C1)NC=1N=C(C2=C(N1)NC=C2)N2C[C@H](CC2)O ((S)-1-(2-(4-(piperazin-1-yl)phenylamino)-7H-pyrrolo[2,3-d]pyrimidin-4-yl)pyrrolidin-3-ol), O[C@@H]1CN(CC1)C=1C2=C(N=C(N1)NC1=CC=C(C=C1)N1CCN(CC1)C(C)=O)NC=C2 ((S)-1-(4-(4-(4-(3-hydroxypyrrolidin-1-yl)-7H-pyrrolo[2,3-d]pyrimidin-2-ylamino)phenyl)piperazin-1-yl)ethanone). Reaction SMILES: [OH:1][C@H:2]1[CH2:6][CH2:5][N:4]([C:7]2[C:8]3[CH:31]=[CH:30][N:29](S(C4C=CC(C)=CC=4)(=O)=O)[C:9]=3[N:10]=[C:11]([NH:13][C:14]3[CH:19]=[CH:18][C:17]([N:20]4[CH2:25][CH2:24][N:23]([C:26](=[O:28])[CH3:27])[CH2:22][CH2:21]4)=[CH:16][CH:15]=3)[N:12]=2)[CH2:3]1.[OH-].[K+]>CO>[N:20]1([C:17]2[CH:18]=[CH:19][C:14]([NH:13][C:11]3[N:12]=[C:7]([N:4]4[CH2:5][CH2:6][C@H:2]([OH:1])[CH2:3]4)[C:8]4[CH:31]=[CH:30][NH:29][C:9]=4[N:10]=3)=[CH:15][CH:16]=2)[CH2:21][CH2:22][NH:23][CH2:24][CH2:25]1.[OH:1][C@H:2]1[CH2:6][CH2:5][N:4]([C:7]2[C:8]3[CH:31]=[CH:30][NH:29][C:9]=3[N:10]=[C:11]([NH:13][C:14]3[CH:19]=[CH:18][C:17]([N:20]4[CH2:25][CH2:24][N:23]([C:26](=[O:28])[CH3:27])[CH2:22][CH2:21]4)=[CH:16][CH:15]=3)[N:12]=2)[CH2:3]1 |f:1.2|. Procedure details: To a solution of (S)-1-(4-(4-(4-(3-hydroxypyrrolidin-1-yl)-7-tosyl-7H-pyrrolo[2,3-d]pyrimidin-2-ylamino)phenyl)piperazin-1-yl)ethanone (80 mg, 0.14 mmol) in MeOH (3 mL), aq. 1N KOH (1 mL) was added. It was stirred at 60° C. for 4 h. After being concentrated in vacuo, the residue was acidified with HOAc (1 mL). The mixture was then purified by HPLC to give (S)-1-(2-(4-(piperazin-1-yl)phenylamino)-7H-pyrrolo[2,3-d]pyrimidin-4-yl)pyrrolidin-3-ol (5 mg) (MS 380.5 (M+H)) and (S)-1-(4-(4-(4-(3-hydroxy...